This data is from the Open Reaction Database (ORD), a public repository of structured organic reaction records. The task is: describe an organic reaction: reactants, conditions, products, and yield Reactants: COC1=C(C(=O)N(C(C2=CC=C(C=C2)OCCCCCCCCCCCCCC)=O)CC2=NC=CC=C2)C=CC=C1 (2-Methoxy-N-(2-pyridinylmethyl)-N-[4-(tetradecyloxy)benzoyl]benzamide), CI (methyl iodide). Conditions: temperature 105 celsius. Yields the product [I-].COC1=C(C(=O)N(C(C2=CC=C(C=C2)OCCCCCCCCCCCCCC)=O)CC2=[N+](C=CC=C2)C)C=CC=C1 (2-[[(2-Methoxybenzoyl) [4-(tetradecyloxy)benzoyl]amino]methyl]-1-methylpyridinium iodide). As a reaction SMILES: [CH3:1][O:2][C:3]1[CH:41]=[CH:40][CH:39]=[CH:38][C:4]=1[C:5]([N:7]([CH2:31][C:32]1[CH:37]=[CH:36][CH:35]=[CH:34][N:33]=1)[C:8](=[O:30])[C:9]1[CH:14]=[CH:13][C:12]([O:15][CH2:16][CH2:17][CH2:18][CH2:19][CH2:20][CH2:21][CH2:22][CH2:23][CH2:24][CH2:25][CH2:26][CH2:27][CH2:28][CH3:29])=[CH:11][CH:10]=1)=[O:6].[CH3:42][I:43]>>[I-:43].[CH3:1][O:2][C:3]1[CH:41]=[CH:40][CH:39]=[CH:38][C:4]=1[C:5]([N:7]([CH2:31][C:32]1[CH:37]=[CH:36][CH:35]=[CH:34][N+:33]=1[CH3:42])[C:8](=[O:30])[C:9]1[CH:10]=[CH:11][C:12]([O:15][CH2:16][CH2:17][CH2:18][CH2:19][CH2:20][CH2:21][CH2:22][CH2:23][CH2:24][CH2:25][CH2:26][CH2:27][CH2:28][CH3:29])=[CH:13][CH:14]=1)=[O:6] |f:2.3|. Procedure details: A mixture of 0.770 g of product from Example 6 and 4.29 ml methyl iodide is heated in a sealed tube at 105° C. for 15 hours. The cooled reaction is concentrated in vacuo to give 0.960 g of the desired product as a thick yellow oil which solidified on standing. The reactants are CCCCC=CCCCCOC(C)=O, CO, CCCCCC, [Na+], [OH-]. The product is CCCCC=CCCCCO. As a reaction SMILES: [C:1](=[O:2])([CH3:3])[O:4][CH2:5][CH2:6][CH2:7][CH2:8][CH:9]=[CH:10][CH2:11][CH2:12][CH2:13][CH3:14].[CH3:15][OH:16].[CH3:19][CH2:20][CH2:21][CH2:22][CH2:23][CH3:24].[Na+:18].[OH-:17]>>[OH:4][CH2:5][CH2:6][CH2:7][CH2:8][CH:9]=[CH:10][CH2:11][CH2:12][CH2:13][CH3:14]. Reactants: ClC1(C(C(CCC1)(Cl)Cl)=O)Cl (2,2,6,6-tetrachlorocyclohexanone), C(C)(=O)[O-].[Na+] (sodium acetate), C([O-])(O)=O.[Na+] (sodium bicarbonate). Run in O (water). Product: C1(O)=C(O)C(O)=CC=C1 (pyrogallol). Isolated yield 28.5%. As a reaction SMILES: Cl[C:2]1(Cl)[CH2:7][CH2:6]CC(Cl)(Cl)[C:3]1=[O:10].[C:12]([O-:15])(=O)[CH3:13].[Na+].C(=O)(O)[O-:18].[Na+]>O>[C:12]1([CH:13]=[CH:6][CH:7]=[C:2]([OH:18])[C:3]=1[OH:10])[OH:15] |f:1.2,3.4|. Procedure details: Under a blanket of nitrogen were mixed 2,2,6,6-tetrachlorocyclohexanone (100 parts), sodium acetate (424 parts) and water (1,059 parts), and the mixture refluxed for 10 minutes. The mixture was then cooled to 50° C. when sodium bicarbonate (318 parts) was added giving severe foaming. The mixture was then extracted continuously with ether, the extract dried over magnesium sulphate and evaporated to give a residue (39 parts). The residue was triturated with chloroform (39 parts ) to give after fil... Starting materials: C(C(=O)O)(=O)O (oxalic acid), CI (methyl iodide), C1(=CC=CC=C1)C=1CCN(CC1)CCCN1C(C2=CC=CC=C2C1O)=O (2-[3-(4-phenyl-1,2,3,6-tetrahydro-1pyridyl)propyl]-3-hydroxy-1-isoindolinone), [H-].[Na+] (sodium hydride), suspension. The solvent is C(C)C(=O)C (methyl ethyl ketone), C(Cl)Cl (methylene chloride), C(C)C(=O)C (methyl ethyl ketone), CN(C=O)C (dimethyl formamide), CN(C=O)C (dimethylformamide). Reaction conditions: time 2 hour. Yields the product C(C(=O)O)(=O)O.COC1N(C(C2=CC=CC=C12)=O)CCCN1CCC(=CC1)C1=CC=CC=C1 (3-methoxy-2-[3-(4-phenyl-1,2,3,6-tetrahydro-1-pyridyl)propyl]-1-isoindolinone oxalate). Yield: 147.8%. Reaction SMILES: [C:1]1([C:7]2[CH2:8][CH2:9][N:10]([CH2:13][CH2:14][CH2:15][N:16]3[CH:24]([OH:25])[C:23]4[C:18](=[CH:19][CH:20]=[CH:21][CH:22]=4)[C:17]3=[O:26])[CH2:11][CH:12]=2)[CH:6]=[CH:5][CH:4]=[CH:3][CH:2]=1.[H-].[Na+].CI.[C:31]([OH:36])(=[O:35])[C:32]([OH:34])=[O:33]>CN(C)C=O.C(Cl)Cl.C(C(C)=O)C>[C:31]([OH:36])(=[O:35])[C:32]([OH:34])=[O:33].[CH3:31][O:26][CH:17]1[C:18]2[C:23](=[CH:22][CH:21]=[CH:20][CH:19]=2)[C:24](=[O:25])[N:16]1[CH2:15][CH2:14][CH2:13][N:10]1[CH2:9][CH:8]=[C:7]([C:1]2[CH:6]=[CH:5][CH:4]=[CH:3][CH:2]=2)[CH2:12][CH2:11]1 |f:1.2,8.9|. Procedure details: A solution of 2-[3-(4-phenyl-1,2,3,6-tetrahydro-1pyridyl)propyl]-3-hydroxy-1-isoindolinone (5.2 g) in anhydrous dimethyl formamide (50 cc) is added to a suspension of sodium hydride (as a 50% suspension in oil, 0.8 g) in anhydrous dimethylformamide (10 cc) at a temperature close to 20° C. in the course of 15 minutes, and agitation is continued for 2 hours. Then, 1 cc of methyl iodide is added in the course of 5 minutes and agitation is continued for a further 20 hours. The suspension obtained is... Reactants: COC(=O)CCCN1C(=O)N=C(NC2CCCCC2)C12CCN(Cc1ccc(C#N)cc1)CC2, N. Yields the product COC(=O)CCCN1C(=O)N=C(NC2CCCCC2)C12CCN(Cc1ccc(CN)cc1)CC2. Reaction SMILES: [C:1](#[N:2])[c:3]1[cH:4][cH:5][c:6]([CH2:7][N:8]2[CH2:9][CH2:10][C:11]3([C:12]([NH:24][CH:25]4[CH2:26][CH2:27][CH2:28][CH2:29][CH2:30]4)=[N:13][C:14](=[O:23])[N:15]3[CH2:16][CH2:17][CH2:18][C:19](=[O:20])[O:21][CH3:22])[CH2:31][CH2:32]2)[cH:33][cH:34]1.[NH3:35]>>[CH2:1]([NH2:2])[c:3]1[cH:4][cH:5][c:6]([CH2:7][N:8]2[CH2:9][CH2:10][C:11]3([C:12]([NH:24][CH:25]4[CH2:26][CH2:27][CH2:28][CH2:29][CH2:30]4)=[N:13][C:14](=[O:23])[N:15]3[CH2:16][CH2:17][CH2:18][C:19](=[O:20])[O:21][CH3:22])[CH2:31][CH2:32]2)[cH:33][cH:34]1. Reactants: CN1N=C2C(CCNC3=C2C=CC=C3)=C1 (2,4,5,6-tetrahydro-2-methylpyrazolo[4,3-d][1]benzazepine), C1(=C(C=CC=C1)C(=O)NC1=CC=C(C=N1)C(=O)Cl)C1=CC=CC=C1 (6-[([1,1'biphenyl]-2-ylcarbonyl)amino]-3-pyridinecarbonyl chloride). The product is CN1N=C2C(CCN(C3=C2C=CC=C3)C(=O)C=3C=CC(=NC3)NC(=O)C=3C(=CC=CC3)C3=CC=CC=C3)=C1 (N-[5-[(4,5-Dihydro-2-methylpyrazolo[4,3-d][1]benzazepin-6(2H)-yl)carbonyl]-2-pyridinyl][1,1'-biphenyl]-2-carboxamide). Reaction SMILES: [CH3:1][N:2]1[CH:15]=[C:5]2[CH2:6][CH2:7][NH:8][C:9]3[CH:14]=[CH:13][CH:12]=[CH:11][C:10]=3[C:4]2=[N:3]1.[C:16]1([C:34]2[CH:39]=[CH:38][CH:37]=[CH:36][CH:35]=2)[CH:21]=[CH:20][CH:19]=[CH:18][C:17]=1[C:22]([NH:24][C:25]1[N:30]=[CH:29][C:28]([C:31](Cl)=[O:32])=[CH:27][CH:26]=1)=[O:23]>>[CH3:1][N:2]1[CH:15]=[C:5]2[CH2:6][CH2:7][N:8]([C:31]([C:28]3[CH:27]=[CH:26][C:25]([NH:24][C:22]([C:17]4[C:16]([C:34]5[CH:39]=[CH:38][CH:37]=[CH:36][CH:35]=5)=[CH:21][CH:20]=[CH:19][CH:18]=4)=[O:23])=[N:30][CH:29]=3)=[O:32])[C:9]3[CH:14]=[CH:13][CH:12]=[CH:11][C:10]=3[C:4]2=[N:3]1. Procedure: As described for Example 12, 2,4,5,6-tetrahydro-2-methylpyrazolo[4,3-d][1]benzazepine is reacted with 6-[([1,1'biphenyl]-2-ylcarbonyl)amino]-3-pyridinecarbonyl chloride to give the product as a solid.